From a dataset of the Open Reaction Database (ORD), a public repository of structured organic reaction records. describe an organic reaction: reactants, conditions, products, and yield Starting materials: OC=1C=2N(C=CC1)C(=C(N2)C)C (8-hydroxy-2,3-dimethylimidazo[1,2-a]pyridine), [F-].[K+] (potassium fluoride), COC(=O)NC1=C(CCl)C(=CC=C1)C (2-methoxycarbonylamino-6-methylbenzyl chloride), ice water. Solvent: C(C)#N (acetonitrile), C(C)#N (acetonitrile). Run at temperature 70 celsius. Product: COC(=O)NC1=C(COC=2C=3N(C=CC2)C(=C(N3)C)C)C(=CC=C1)C (8-(2-Methoxycarbonylamino-6-methylbenzyloxy)-2,3-dimethylimidazo[1,2-a]pyridine). RXN SMILES: [CH3:1][O:2][C:3]([NH:5][C:6]1[CH:13]=[CH:12][CH:11]=[C:10]([CH3:14])[C:7]=1[CH2:8]Cl)=[O:4].[OH:15][C:16]1[C:17]2[N:18]([C:22]([CH3:26])=[C:23]([CH3:25])[N:24]=2)[CH:19]=[CH:20][CH:21]=1.[F-].[K+]>C(#N)C>[CH3:1][O:2][C:3]([NH:5][C:6]1[CH:13]=[CH:12][CH:11]=[C:10]([CH3:14])[C:7]=1[CH2:8][O:15][C:16]1[C:17]2[N:18]([C:22]([CH3:26])=[C:23]([CH3:25])[N:24]=2)[CH:19]=[CH:20][CH:21]=1)=[O:4] |f:2.3|. Procedure details: A solution of 9.5 g of 2-methoxycarbonylamino-6-methylbenzyl chloride in 150 ml of dry acetonitrile is added dropwise at RT to a suspension of 7.2 g of 8-hydroxy-2,3-dimethylimidazo[1,2-a]pyridine in 130 ml of dry acetonitrile, to which 8 g of commercial potassium fluoride (50% by weight) in kieselguhr (for example Celite®) has been added. The mixture is heated at 70° C. for 9 h. After cooling to RT, the mixture is poured into 1 l of ice-water and extracted three times with ethyl acetate. The co... Reactants: COC(=O)c1ccoc1CBr, Cc1cc(C)cc(Oc2[nH]c(=O)[nH]c(=O)c2C(C)C)c1. Product: COC(=O)c1ccoc1Cn1c(Oc2cc(C)cc(C)c2)c(C(C)C)c(=O)[nH]c1=O. As a reaction SMILES: [Br:21][CH2:22][c:23]1[o:24][cH:25][cH:26][c:27]1[C:28](=[O:29])[O:30][CH3:31].[CH:1]([CH3:2])([CH3:3])[c:4]1[c:5](=[O:20])[nH:6][c:7](=[O:19])[nH:8][c:9]1[O:10][c:11]1[cH:12][c:13]([CH3:18])[cH:14][c:15]([CH3:17])[cH:16]1>>[CH:1]([CH3:2])([CH3:3])[c:4]1[c:5](=[O:20])[nH:6][c:7](=[O:19])[n:8]([CH2:22][c:23]2[o:24][cH:25][cH:26][c:27]2[C:28](=[O:29])[O:30][CH3:31])[c:9]1[O:10][c:11]1[cH:12][c:13]([CH3:18])[cH:14][c:15]([CH3:17])[cH:16]1. Reactants: ClCCl, [Cl-], CCOC(=O)CCl, [N-]=[N+]=[N-], [Na+], [Na+], O. Product: CCOC(=O)CN=[N+]=[N-]. As a reaction SMILES: [CH2:12]([Cl:13])[Cl:14].[Cl-:16].[Cl:1][CH2:2][C:3](=[O:4])[O:5][CH2:6][CH3:7].[N-:9]=[N+:10]=[N-:11].[Na+:15].[Na+:8].[OH2:17]>>[CH2:2]([C:3](=[O:4])[O:5][CH2:6][CH3:7])[N:9]=[N+:10]=[N-:11]. Reactants: solution, CS(=O)(=O)OC(C(F)(F)F)(C1=CC(=C(C=C1)[N+](=O)[O-])C)C1=CC(=CC(=C1)C(F)(F)F)C(F)(F)F (1-(3,5-bis-trifluoromethylphenyl)-2,2,2-trifluoro-1-(3-methyl-4-nitrophenyl)ethyl methanesulfonate), [H-].[Al+3].[Li+].[H-].[H-].[H-] (lithium aluminium hydride). Solvent: C(C)OCC (ethyl ether), O1CCCC1 (tetrahydrofuran), O1CCCC1 (tetrahydrofuran). Run at time 30 minute. Yields the product FC(C=1C=C(C=C(C1)C(F)(F)F)C(C(F)(F)F)C1=CC(=C(C=C1)[N+](=O)[O-])C)(F)F (1-(3,5-bis-trifluoromethylphenyl)-2,2,2-trifluoro-1-(3-methyl-4-nitrophenyl)ethane). The yield is 26.8%. As a reaction SMILES: CS(O[C:6]([C:21]1[CH:26]=[C:25]([C:27]([F:30])([F:29])[F:28])[CH:24]=[C:23]([C:31]([F:34])([F:33])[F:32])[CH:22]=1)([C:11]1[CH:16]=[CH:15][C:14]([N+:17]([O-:19])=[O:18])=[C:13]([CH3:20])[CH:12]=1)[C:7]([F:10])([F:9])[F:8])(=O)=O.[H-].[Al+3].[Li+].[H-].[H-].[H-]>O1CCCC1.C(OCC)C>[F:28][C:27]([F:29])([F:30])[C:25]1[CH:26]=[C:21]([CH:6]([C:11]2[CH:16]=[CH:15][C:14]([N+:17]([O-:19])=[O:18])=[C:13]([CH3:20])[CH:12]=2)[C:7]([F:8])([F:9])[F:10])[CH:22]=[C:23]([C:31]([F:32])([F:33])[F:34])[CH:24]=1 |f:1.2.3.4.5.6|. Reported procedure: A solution of 1-(3,5-bis-trifluoromethylphenyl)-2,2,2-trifluoro-1-(3-methyl-4-nitrophenyl)ethyl methanesulfonate (0.5 g) in tetrahydrofuran (5 ml) was slowly added dropwise to a solution of lithium aluminium hydride (0.04 g) in tetrahydrofuran (10 ml) in an ice bath. After stirring for 30 minutes, the reaction solution was diluted with ethyl ether, and then stirred for 30 minutes by slowly adding a saturated salt solution (1 ml). After the insoluble matter was separated by filtration, the soluti... Starting materials: C([O-])([O-])=O.[Cs+].[Cs+] (caesium carbonate), C(C1=CC=CC=C1)Br (benzyl bromide), FC1=C(N=C2N(C1=O)CC[C@H](N2)C(F)(F)F)N2CCOCC2 ((8S)-3-fluoro-2-(morpholin-4-yl)-8-(trifluoromethyl)-6,7,8,9-tetrahydro-4 H-pyrimido[1,2-a]pyrimidin-4-one). Run in C(C)#N (acetonitrile). Reaction conditions: temperature 20 celsius, time 8 hour. The product is C(C1=CC=CC=C1)N1[C@@H](CCN2C1=NC(=C(C2=O)F)N2CCOCC2)C(F)(F)F ((8S)-9-benzyl-3-fluoro-2-(morpholin-4-yl)-8-(trifluoromethyl)-6,7,8,9-tetra-hydro-4 H-pyrimido[1,2-a]pyrimidin-4-one). Yield: 46.9%. RXN SMILES: C(=O)([O-])[O-].[Cs+].[Cs+].[CH2:7](Br)[C:8]1[CH:13]=[CH:12][CH:11]=[CH:10][CH:9]=1.[F:15][C:16]1[C:21](=[O:22])[N:20]2[CH2:23][CH2:24][C@@H:25]([C:27]([F:30])([F:29])[F:28])[NH:26][C:19]2=[N:18][C:17]=1[N:31]1[CH2:36][CH2:35][O:34][CH2:33][CH2:32]1>C(#N)C>[CH2:7]([N:26]1[C:19]2=[N:18][C:17]([N:31]3[CH2:36][CH2:35][O:34][CH2:33][CH2:32]3)=[C:16]([F:15])[C:21](=[O:22])[N:20]2[CH2:23][CH2:24][C@H:25]1[C:27]([F:28])([F:30])[F:29])[C:8]1[CH:13]=[CH:12][CH:11]=[CH:10][CH:9]=1 |f:0.1.2|. Procedure: 4 g of caesium carbonate and 796 mg of benzyl bromide are added to a suspension of 1 g of (8S)-3-fluoro-2-(morpholin-4-yl)-8-(trifluoromethyl)-6,7,8,9-tetrahydro-4 H-pyrimido[1,2-a]pyrimidin-4-one in 11.8 ml of acetonitrile. After stirring overnight at a temperature in the region of 20° C., the suspension obtained is filtered and the resulting filtrate is concentrated to dryness under reduced pressure. The oily yellow residue is purified on a silica column (eluent: CH2Cl2/MeOH 98/02). The fracti...